Task: describe an organic reaction: reactants, conditions, products, and yield. Dataset: the Open Reaction Database (ORD), a public repository of structured organic reaction records Reactants: CO, COC(=O)C=COc1cccc(CCCO)c1. The product is COC(=O)CCOc1cccc(CCCO)c1. As a reaction SMILES: [CH3:18][OH:19].[OH:1][CH2:2][CH2:3][CH2:4][c:5]1[cH:6][c:7]([O:8][CH:9]=[CH:10][C:11](=[O:12])[O:13][CH3:14])[cH:15][cH:16][cH:17]1>>[OH:1][CH2:2][CH2:3][CH2:4][c:5]1[cH:6][c:7]([O:8][CH2:9][CH2:10][C:11](=[O:12])[O:13][CH3:14])[cH:15][cH:16][cH:17]1. The reactants are C#CCCC(=O)N(Cc1ccc(C#Cc2ccc(CCCC)cc2)cc1)Cc1ccc(OCC(=O)OC)cc1, C1CCOC1, CO, [Na+], [OH-]. Product: C#CCCC(=O)N(Cc1ccc(C#Cc2ccc(CCCC)cc2)cc1)Cc1ccc(OCC(=O)O)cc1. As a reaction SMILES: [CH2:1]([CH2:2][CH2:3][CH3:4])[c:5]1[cH:6][cH:7][c:8]([C:11]#[C:12][c:13]2[cH:14][cH:15][c:16]([CH2:17][N:18]([C:19]([CH2:20][CH2:21][C:22]#[CH:23])=[O:24])[CH2:25][c:26]3[cH:27][cH:28][c:29]([O:30][CH2:31][C:32](=[O:33])[O:34][CH3:35])[cH:36][cH:37]3)[cH:38][cH:39]2)[cH:9][cH:10]1.[CH2:44]1[O:45][CH2:46][CH2:47][CH2:48]1.[CH3:42][OH:43].[Na+:41].[OH-:40]>>[CH2:1]([CH2:2][CH2:3][CH3:4])[c:5]1[cH:6][cH:7][c:8]([C:11]#[C:12][c:13]2[cH:14][cH:15][c:16]([CH2:17][N:18]([C:19]([CH2:20][CH2:21][C:22]#[CH:23])=[O:24])[CH2:25][c:26]3[cH:27][cH:28][c:29]([O:30][CH2:31][C:32](=[O:33])[OH:34])[cH:36][cH:37]3)[cH:38][cH:39]2)[cH:9][cH:10]1. Reactants: C(C=C)Br (allyl bromide), CNS(=O)(=O)C(C(C(C(C(C(C(C(F)(F)F)(F)F)(F)F)(F)F)(F)F)(F)F)(F)F)(F)F (N-methylperfluorooctanesulfonamide), CS(=O)C (dimethyl sulfoxide), [OH-].[K+] (potassium hydroxide). Run in O (water). Yields the product C(F)(F)(C(F)(F)C(F)(F)C(F)(F)C(F)(F)C(F)(F)C(F)(F)C(F)(F)F)S(=O)(=O)N(C)CC=C (C8F17SO2N(CH3)CH2CH═CH2). Isolated yield 85.3%. RXN SMILES: [CH3:1][NH:2][S:3]([C:6]([F:30])([F:29])[C:7]([F:28])([F:27])[C:8]([F:26])([F:25])[C:9]([F:24])([F:23])[C:10]([F:22])([F:21])[C:11]([F:20])([F:19])[C:12]([F:18])([F:17])[C:13]([F:16])([F:15])[F:14])(=[O:5])=[O:4].CS(C)=O.[OH-].[K+].[CH2:37](Br)[CH:38]=[CH2:39]>O>[C:6]([S:3]([N:2]([CH2:39][CH:38]=[CH2:37])[CH3:1])(=[O:5])=[O:4])([C:7]([C:8]([C:9]([C:10]([C:11]([C:12]([C:13]([F:16])([F:15])[F:14])([F:18])[F:17])([F:19])[F:20])([F:21])[F:22])([F:23])[F:24])([F:25])[F:26])([F:27])[F:28])([F:30])[F:29] |f:2.3|. Reported procedure: A one-liter three-neck flask equipped with magnetic stirring and an addition funnel was charged with 150 g of N-methylperfluorooctanesulfonamide and 570 g of dimethyl sulfoxide, and the mixture was stirred for a few minutes until the solid dissolved. To this stirred solution was added a solution of 25 g of potassium hydroxide in 25 g of water. This mixture was allowed to stir for 30 min, then 46 g of allyl bromide was added dropwise via the addition funnel. An exotherm was noted after a few minu... Run in CCN(CC)CC (Et3N), CCOC(=O)C (EtOAc). The reactants are COC(=O)C1=C(N(C(=C1)Br)C(C)C)C(O)C1=CC(=C(C=C1)Cl)F (5-bromo-2-[(4-chloro-3-fluoro-phenyl)-hydroxy-methyl]-1-isopropyl-1H-pyrrole-3-carboxylic acid methyl ester), ClC(=C(C)C)N(C)C (1-chloro-N,N,2-trimethylpropenylamine), CN1N=C(C=C1N)C (2,5-dimethyl-2H-pyrazol-3-ylamine), 2-chloro, NC=1C=C(C(N(C1)C)=O)Cl (5-amino-3-chloro-1-methyl-1H-pyridin-2-one), COC(=O)C1=C(N(C(=C1)Br)C(C)C)C(O)C1=CC=C(C=C1)Cl (5-bromo-2-[(4-chloro-phenyl)-hydroxy-methyl]-1-isopropyl-1H-pyrrole-3-carboxylic acid methyl ester). Reaction SMILES: CO[C:3]([C:5]1[CH:9]=[C:8]([Br:10])[N:7]([CH:11]([CH3:13])[CH3:12])[C:6]=1[CH:14]([C:16]1[CH:21]=[CH:20][C:19]([Cl:22])=[C:18]([F:23])[CH:17]=1)O)=[O:4].[NH2:24][C:25]1[CH:26]=[C:27]([Cl:33])[C:28](=[O:32])[N:29]([CH3:31])[CH:30]=1.COC(C1C=C(Br)N(C(C)C)C=1C(C1C=CC(Cl)=CC=1)O)=O.CN1C(N)=CC(C)=N1.ClC(N(C)C)=C(C)C>CCOC(C)=O.CCN(CC)CC>[Br:10][C:8]1[N:7]([CH:11]([CH3:12])[CH3:13])[C:6]2[CH:14]([C:16]3[CH:21]=[CH:20][C:19]([Cl:22])=[C:18]([F:23])[CH:17]=3)[N:24]([C:25]3[CH:26]=[C:27]([Cl:33])[C:28](=[O:32])[N:29]([CH3:31])[CH:30]=3)[C:3](=[O:4])[C:5]=2[CH:9]=1. Reported procedure: The title compound was prepared in analogy to the procedure described for Intermediate AW but in the step corresponding to Step AW2, 5-bromo-2-[(4-chloro-3-fluoro-phenyl)-hydroxy-methyl]-1-isopropyl-1H-pyrrole-3-carboxylic acid methyl ester (Step AZ1) and 5-amino-3-chloro-1-methyl-1H-pyridin-2-one (Step E5) were used instead of 5-bromo-2-[(4-chloro-phenyl)-hydroxy-methyl]-1-isopropyl-1H-pyrrole-3-carboxylic acid methyl ester and 2,5-dimethyl-2H-pyrazol-3-ylamine respectively. Moreover, in this s... The product is BrC1=CC2=C(N1C(C)C)C(N(C2=O)C2=CN(C(C(=C2)Cl)=O)C)C2=CC(=C(C=C2)Cl)F (2-Bromo-6-(4-chloro-3-fluoro-phenyl)-5-(5-chloro-1-methyl-6-oxo-1,6-dihydro-pyridin-3-yl)-1-isopropyl-5,6-dihydro-1H-pyrrolo[3,4-b]pyrrol-4-one). The reactants are CC[S-], Cl, COc1cc(N)c(Cl)cc1C(=O)NC1CN2CCC1CC2, [Na+], CN(C)C=O. The product is Nc1cc(O)c(C(=O)NC2CN3CCC2CC3)cc1Cl. Reaction SMILES: [CH2:1]([S-:2])[CH3:3].[ClH:26].[NH2:5][c:6]1[cH:7][c:8]([O:24][CH3:25])[c:9]([C:10](=[O:11])[NH:12][CH:13]2[CH2:14][N:15]3[CH2:16][CH2:17][CH:18]2[CH2:19][CH2:20]3)[cH:21][c:22]1[Cl:23].[Na+:4].[O:27]=[CH:28][N:29]([CH3:30])[CH3:31]>>[NH2:5][c:6]1[cH:7][c:8]([OH:24])[c:9]([C:10](=[O:11])[NH:12][CH:13]2[CH2:14][N:15]3[CH2:16][CH2:17][CH:18]2[CH2:19][CH2:20]3)[cH:21][c:22]1[Cl:23]. Reactants: NC=1N=CC(=NC1C=1OC(=NN1)C1=CC=C(C=C1)CBr)C1=CC=C(C(=O)N(C)C)C=C1 (4-[5-amino-6-[5-[4-(bromomethyl)phenyl]-1,3,4-oxadiazol-2-yl]pyrazin-2-yl]-N,N-dimethyl-benzamide), C(C)(=O)[O-].[K+] (potassium acetate), Cl (HCl). The solvent is CN(C)C=O (DMF). Run at temperature 100 celsius. Yields the product C(C)(=O)OCC1=CC=C(C=C1)C=1OC(=NN1)C1=NC(=CN=C1N)C1=CC=C(C=C1)C(N(C)C)=O ([4-[5-[3-amino-6-[4-(dimethylcarbamoyl)phenyl]pyrazin-2-yl]-1,3,4-oxadiazol-2-yl]phenyl]methyl acetate). Yield: 78.4%. As a reaction SMILES: [NH2:1][C:2]1[N:3]=[CH:4][C:5]([C:21]2[CH:31]=[CH:30][C:24]([C:25]([N:27]([CH3:29])[CH3:28])=[O:26])=[CH:23][CH:22]=2)=[N:6][C:7]=1[C:8]1[O:9][C:10]([C:13]2[CH:18]=[CH:17][C:16]([CH2:19]Br)=[CH:15][CH:14]=2)=[N:11][N:12]=1.[C:32]([O-:35])(=[O:34])[CH3:33].[K+].Cl>CN(C=O)C>[C:32]([O:35][CH2:19][C:16]1[CH:17]=[CH:18][C:13]([C:10]2[O:9][C:8]([C:7]3[C:2]([NH2:1])=[N:3][CH:4]=[C:5]([C:21]4[CH:22]=[CH:23][C:24]([C:25](=[O:26])[N:27]([CH3:29])[CH3:28])=[CH:30][CH:31]=4)[N:6]=3)=[N:12][N:11]=2)=[CH:14][CH:15]=1)(=[O:34])[CH3:33] |f:1.2|. Procedure details: A mixture of 4-[5-amino-6-[5-[4-(bromomethyl)phenyl]-1,3,4-oxadiazol-2-yl]pyrazin-2-yl]-N,N-dimethyl-benzamide (200 mg, 0.4172 mmol) and potassium acetate (102.4 mg, 1.043 mmol) in DMF (5.714 mL) was heated at 100° C. for 4 h in a sealed microwave tube. The reaction mixture was cooled to room temperature and poured onto ice/water and acidified by HCl (1.043 mL of 1 M, 1.043 mmol). The mixture was extracted with ethyl acetate (3×10 mL) and the combined organic extracts washed with brine (3×10 mL)... Starting materials: O=C([O-])O, CCOC(C)=O, CN(C)C=O, O=C(Cl)C(=O)Cl, Cl, NC(Cc1ccc(C(F)(F)F)cc1)C(O)c1ccc(F)cc1, [Na+], C1CCOC1, O, O=C(O)c1cccc2cc3ccccc3cc12. Product: O=C(NC(Cc1ccc(C(F)(F)F)cc1)C(O)c1ccc(F)cc1)c1cccc2cc3ccccc3cc12. RXN SMILES: [C:47](=[O:48])([O-:49])[OH:50].[CH3:57][CH2:58][O:59][C:60](=[O:61])[CH3:62].[CH3:64][N:65]([CH3:66])[CH:67]=[O:68].[Cl:18][C:19]([C:20]([Cl:21])=[O:22])=[O:23].[ClH:24].[F:25][c:26]1[cH:27][cH:28][c:29]([CH:32]([CH:33]([CH2:34][c:35]2[cH:36][cH:37][c:38]([C:41]([F:42])([F:43])[F:44])[cH:39][cH:40]2)[NH2:45])[OH:46])[cH:30][cH:31]1.[Na+:51].[O:52]1[CH2:53][CH2:54][CH2:55][CH2:56]1.[OH2:63].[c:1]1([C:15](=[O:16])[OH:17])[cH:2][cH:3][cH:4][c:5]2[cH:6][c:7]3[cH:8][cH:9][cH:10][cH:11][c:12]3[cH:13][c:14]12>>[c:1]1([C:15](=[O:16])[NH:45][CH:33]([CH:32]([c:29]2[cH:28][cH:27][c:26]([F:25])[cH:31][cH:30]2)[OH:46])[CH2:34][c:35]2[cH:36][cH:37][c:38]([C:41]([F:42])([F:43])[F:44])[cH:39][cH:40]2)[cH:2][cH:3][cH:4][c:5]2[cH:6][c:7]3[cH:8][cH:9][cH:10][cH:11][c:12]3[cH:13][c:14]12. Starting materials: CN1N=C(C(=C1C)C=1C=2N(C=CN1)N=C(N2)N)C (8-(1,3,5-Trimethylpyrazol-4-yl)-[1,2,4]triazolo[1,5-a]pyrazin-2-amine), ClC=1C=2N(C=CN1)N=C(N2)N (8-chloro-[1,2,4]triazolo[1,5-a]pyrazin-2-ylamine), CN1N=C(C(=C1C)B(O)O)C ((1,3,5-trimethylpyrazol-4-yl)boronic acid), ClC1=CC=C2C(C(NC2=C1)=O)(C)C (6-chloro-3,3-dimethyl-1,3-dihydro-indol-2-one). The product is CC1(C(NC2=CC(=CC=C12)NC1=NN2C(C(=NC=C2)C=2C(=NN(C2C)C)C)=N1)=O)C (3,3-dimethyl-6-[8-(1,3,5-trimethyl-1H-pyrazol-4-yl)-[1,2,4]triazolo[1,5-a]pyrazin-2-ylamino]-1,3-dihydro-indol-2-one). Reaction SMILES: [CH3:1][N:2]1[C:6]([CH3:7])=[C:5]([C:8]2[C:9]3[N:10]([N:14]=[C:15]([NH2:17])[N:16]=3)[CH:11]=[CH:12][N:13]=2)[C:4]([CH3:18])=[N:3]1.ClC1C2N(N=C(N)N=2)C=CN=1.CN1C(C)=C(B(O)O)C(C)=N1.Cl[C:42]1[CH:50]=[C:49]2[C:45]([C:46]([CH3:53])([CH3:52])[C:47](=[O:51])[NH:48]2)=[CH:44][CH:43]=1>>[CH3:52][C:46]1([CH3:53])[C:45]2[C:49](=[CH:50][C:42]([NH:17][C:15]3[N:16]=[C:9]4[C:8]([C:5]5[C:4]([CH3:18])=[N:3][N:2]([CH3:1])[C:6]=5[CH3:7])=[N:13][CH:12]=[CH:11][N:10]4[N:14]=3)=[CH:43][CH:44]=2)[NH:48][C:47]1=[O:51]. Procedure: 8-(1,3,5-Trimethylpyrazol-4-yl)-[1,2,4]triazolo[1,5-a]pyrazin-2-amine, synthesized by reaction of 8-chloro-[1,2,4]triazolo[1,5-a]pyrazin-2-ylamine with (1,3,5-trimethylpyrazol-4-yl)boronic acid following procedure 1, is coupled with 6-chloro-3,3-dimethyl-1,3-dihydro-indol-2-one under Buchwald Hartwig conditions using general procedure 2. Starting materials: OC1=C(C=C2C(=NC=NC2=C1)OC=1C=C2C=C(NC2=CC1)C)OC (7-hydroxy-6-methoxy-4-(2-methylindol-5-yloxy)quinazoline), C([O-])([O-])=O.[K+].[K+] (potassium carbonate), CN1C(CC(CC1)CC1(CC=C(C=C1)C)S(=O)(=O)[O-])=O (4-(1-methyl-2-oxopiperidin-4-yl)methyl-4-toluene sulphonate). Solvent: CN(C)C=O (DMF), CC(=O)C (acetone). Conditions: temperature 95 celsius, time 4 hour. The product is COC=1C=C2C(=NC=NC2=CC1OCC1CC(N(CC1)C)=O)OC=1C=C2C=C(NC2=CC1)C (6-methoxy-4-(2-methylindol-5-yloxy)-7-(1-methyl-2-oxopiperidin-4-ylmethoxy)quinazoline). The yield is 17.0%. Reaction SMILES: [OH:1][C:2]1[CH:11]=[C:10]2[C:5]([C:6]([O:12][C:13]3[CH:14]=[C:15]4[C:19](=[CH:20][CH:21]=3)[NH:18][C:17]([CH3:22])=[CH:16]4)=[N:7][CH:8]=[N:9]2)=[CH:4][C:3]=1[O:23][CH3:24].C(=O)([O-])[O-].[K+].[K+].[CH3:31][N:32]1[CH2:37][CH2:36][CH:35]([CH2:38]C2(S([O-])(=O)=O)C=CC(C)=CC2)[CH2:34][C:33]1=[O:50]>CN(C=O)C.CC(C)=O>[CH3:24][O:23][C:3]1[CH:4]=[C:5]2[C:10](=[CH:11][C:2]=1[O:1][CH2:38][CH:35]1[CH2:36][CH2:37][N:32]([CH3:31])[C:33](=[O:50])[CH2:34]1)[N:9]=[CH:8][N:7]=[C:6]2[O:12][C:13]1[CH:14]=[C:15]2[C:19](=[CH:20][CH:21]=1)[NH:18][C:17]([CH3:22])=[CH:16]2 |f:1.2.3|. Reported procedure: A mixture of 7-hydroxy-6-methoxy-4-(2-methylindol-5-yloxy)quinazoline (280 mg, 0.87 mmol), (prepared as described in Example 49), potassium carbonate (370 mg, 2.68 mmol) and 4-(1-methyl-2-oxopiperidin-4-yl)methyl-4-toluene sulphonate (260 mg, 0.87 mmol) in DMF (8 ml) was stirred at 95° C. for 4 hours and allowed to cool to ambient temperature. The reaction mixture was diluted with acetone, filtered and the filtrate evaporated ‘in vacuo’ to give a residue which was purified by column chromatograp...